From a dataset of the Open Reaction Database (ORD), a public repository of structured organic reaction records. describe an organic reaction: reactants, conditions, products, and yield The reactants are CCOC(=O)c1nn(-c2ccc(F)cc2)c2c1CN(C(C)=O)c1ccc([N+](=O)[O-])cc1-2, CCO, Cl. The product is CCOC(=O)c1nn(-c2ccc(F)cc2)c2c1CNc1ccc([N+](=O)[O-])cc1-2. RXN SMILES: [C:1](=[O:2])([CH3:3])[N:4]1[CH2:5][c:6]2[c:7]([n:17](-[c:25]3[cH:26][cH:27][c:28]([F:31])[cH:29][cH:30]3)[n:18][c:19]2[C:20](=[O:21])[O:22][CH2:23][CH3:24])-[c:8]2[cH:9][c:10]([N+:14](=[O:15])[O-:16])[cH:11][cH:12][c:13]21.[CH3:32][CH2:33][OH:34].[ClH:35]>>[NH:4]1[CH2:5][c:6]2[c:7]([n:17](-[c:25]3[cH:26][cH:27][c:28]([F:31])[cH:29][cH:30]3)[n:18][c:19]2[C:20](=[O:21])[O:22][CH2:23][CH3:24])-[c:8]2[cH:9][c:10]([N+:14](=[O:15])[O-:16])[cH:11][cH:12][c:13]21.